This data is from the Open Reaction Database (ORD), a public repository of structured organic reaction records. The task is: describe an organic reaction: reactants, conditions, products, and yield Starting materials: CC(=O)NNc1nnc(-c2ccccc2C)s1, CI, CCO, [Na]. Product: CC(=O)N(C)Nc1nnc(-c2ccccc2C)s1. Reaction SMILES: [C:1]([CH3:2])(=[O:3])[NH:4][NH:5][c:6]1[s:7][c:8](-[c:11]2[c:12]([CH3:17])[cH:13][cH:14][cH:15][cH:16]2)[n:9][n:10]1.[CH3:19][I:20].[CH3:21][CH2:22][OH:23].[Na:18]>>[C:1]([CH3:2])(=[O:3])[N:4]([NH:5][c:6]1[s:7][c:8](-[c:11]2[c:12]([CH3:17])[cH:13][cH:14][cH:15][cH:16]2)[n:9][n:10]1)[CH3:19].